This data is from the Open Reaction Database (ORD), a public repository of structured organic reaction records. The task is: describe an organic reaction: reactants, conditions, products, and yield The reactants are C(C(O)C)(=O)O.C(CO)(=O)O (lactic acid glycolic acid), CS(=O)(=O)O.C=1C=CC(=CC1)C(CCN2CCCCC2)(C=3C=CC=CC3)O (pridinol methanesulfonate). The solvent is ClCCl (dichloromethane). Product: C=1C=CC(=CC1)C(CCN2CCCCC2)(C=3C=CC=CC3)O.C(C)S(=O)(=O)[O-] (pridinol ethanesulfonate). RXN SMILES: [CH3:1][S:2]([OH:5])(=[O:4])=[O:3].[CH:6]1[CH:7]=[CH:8][C:9]([C:12]([OH:27])([C:21]2[CH:22]=[CH:23][CH:24]=[CH:25][CH:26]=2)[CH2:13][CH2:14][N:15]2[CH2:20][CH2:19][CH2:18][CH2:17][CH2:16]2)=[CH:10][CH:11]=1.[C:28](O)(=O)C(C)O.C(O)(=O)CO>ClCCl>[CH:6]1[CH:11]=[CH:10][C:9]([C:12]([OH:27])([C:21]2[CH:26]=[CH:25][CH:24]=[CH:23][CH:22]=2)[CH2:13][CH2:14][N:15]2[CH2:20][CH2:19][CH2:18][CH2:17][CH2:16]2)=[CH:8][CH:7]=1.[CH2:1]([S:2]([O-:5])(=[O:4])=[O:3])[CH3:28] |f:0.1,2.3,5.6|. Procedure details: In 3.0 ml of 30% gelatin (dissolved by warming) is dissolved 50 mg of pridinol methanesulfonate and the solution is added to 10 ml of a 30% dichloromethane solution of lactic acid-glycolic acid copolymer (78.1/21.9, average mol. wt. 10,000). The mixture is then worked up in the same manner as Example 1 to give pridinol ethanesulfonate microcapsules for injection. Reactants: S(=O)(Cl)Cl (thionyl chloride), CO (methanol), C(C)C=1N=C(NC(C1C(C(=O)O)CCC)=O)N1CCCCC1 (2-(4-ethyl-6-oxo-2-(piperidin-1-yl)-1,6-dihydropyrimidin-5-yl)pentanoic acid). Product: C(C)C=1N=C(NC(C1C(C(=O)OC)CCC)=O)N1CCCCC1 (methyl 2-(4-ethyl-6-oxo-2-(piperidin-1-yl)-1,6-dihydropyrimidin-5-yl)pentanoate). RXN SMILES: S(Cl)(Cl)=O.[CH2:5]([C:7]1[N:8]=[C:9]([N:21]2[CH2:26][CH2:25][CH2:24][CH2:23][CH2:22]2)[NH:10][C:11](=[O:20])[C:12]=1[CH:13]([CH2:17][CH2:18][CH3:19])[C:14]([OH:16])=[O:15])[CH3:6].[CH3:27]O>>[CH2:5]([C:7]1[N:8]=[C:9]([N:21]2[CH2:22][CH2:23][CH2:24][CH2:25][CH2:26]2)[NH:10][C:11](=[O:20])[C:12]=1[CH:13]([CH2:17][CH2:18][CH3:19])[C:14]([O:16][CH3:27])=[O:15])[CH3:6]. Reported procedure: To a solution cold solution of methanol (40 mL) was added thionyl chloride (5.8 mL; 80 mmol) dropwise. The acidic solution was added to a flask containing 2-(4-ethyl-6-oxo-2-(piperidin-1-yl)-1,6-dihydropyrimidin-5-yl)pentanoic acid (2.416 g; 7.86 mmol) and the mixture was heated to reflux for 18 h. The reaction mixture was concentrated under reduced pressure and the product was used as such in the next reaction. Reactants: CC(C)(C)OC(=O)N1CCC2(CCNCC2)C1, C1COCCO1, CCOC(C)=O, Clc1nc(Cl)c2occc2n1, O. Product: CC(C)(C)OC(=O)N1CCC2(CCN(c3nc(Cl)nc4ccoc34)CC2)C1. Reaction SMILES: [CH2:1]1[N:2]([C:11](=[O:12])[O:13][C:14]([CH3:15])([CH3:16])[CH3:17])[CH2:3][CH2:4][C:5]12[CH2:6][CH2:7][NH:8][CH2:9][CH2:10]2.[CH2:36]1[O:37][CH2:38][CH2:39][O:40][CH2:41]1.[CH3:30][CH2:31][O:32][C:33]([CH3:34])=[O:35].[Cl:18][c:19]1[n:20][c:21]([Cl:28])[c:22]2[c:23]([n:24]1)[cH:25][cH:26][o:27]2.[OH2:29]>>[CH2:1]1[N:2]([C:11](=[O:12])[O:13][C:14]([CH3:15])([CH3:16])[CH3:17])[CH2:3][CH2:4][C:5]12[CH2:6][CH2:7][N:8]([c:21]1[n:20][c:19]([Cl:18])[n:24][c:23]3[c:22]1[o:27][cH:26][cH:25]3)[CH2:9][CH2:10]2.